This data is from the Open Reaction Database (ORD), a public repository of structured organic reaction records. The task is: describe an organic reaction: reactants, conditions, products, and yield Reactants: ClC1=C(OCCOC2=CC=C(C=C2)CC(CNC(OC(C)(C)C)=O)C2=C(C=C(C=C2)C=2C(=NC=CC2)CCCOC)C)C(=CC(=C1)C)Cl (tert-butyl (3-{4-[2-(2,6-dichloro-4-methylphenoxy)ethoxy]phenyl}-2-[4-[2-(3-methoxypropyl)pyridin-3-yl]-2-methylphenyl]propyl)carbamate), ClC=1C=C(C(=O)OO)C=CC1 (m-chloroperoxybenzoic acid). The solvent is C(=O)(O)[O-].[Na+] (NaHCO3), C(Cl)Cl (CH2Cl2). Conditions: time 3 hour. Yields the product C(C)(C)(C)OC(NCC(CC1=CC=C(C=C1)OCCOC1=C(C=C(C=C1Cl)C)Cl)C1=C(C=C(C=C1)C=1C(=[N+](C=CC1)[O-])CCCOC)C)=O (tert-butyl(3-{4-[2-(2,6-dichloro-4-methylphenoxy)ethoxy]phenyl}-2-{4-[2-(3-methoxypropyl)-1-oxidopyridin-3-yl]-2-methylphenyl}propyl)carbamate). Reaction SMILES: [Cl:1][C:2]1[CH:46]=[C:45]([CH3:47])[CH:44]=[C:43]([Cl:48])[C:3]=1[O:4][CH2:5][CH2:6][O:7][C:8]1[CH:13]=[CH:12][C:11]([CH2:14][CH:15]([C:25]2[CH:30]=[CH:29][C:28]([C:31]3[C:32]([CH2:37][CH2:38][CH2:39][O:40][CH3:41])=[N:33][CH:34]=[CH:35][CH:36]=3)=[CH:27][C:26]=2[CH3:42])[CH2:16][NH:17][C:18](=[O:24])[O:19][C:20]([CH3:23])([CH3:22])[CH3:21])=[CH:10][CH:9]=1.ClC1C=C(C=CC=1)C(OO)=[O:54]>C(Cl)Cl.C([O-])(O)=O.[Na+]>[C:20]([O:19][C:18](=[O:24])[NH:17][CH2:16][CH:15]([C:25]1[CH:30]=[CH:29][C:28]([C:31]2[C:32]([CH2:37][CH2:38][CH2:39][O:40][CH3:41])=[N+:33]([O-:54])[CH:34]=[CH:35][CH:36]=2)=[CH:27][C:26]=1[CH3:42])[CH2:14][C:11]1[CH:10]=[CH:9][C:8]([O:7][CH2:6][CH2:5][O:4][C:3]2[C:43]([Cl:48])=[CH:44][C:45]([CH3:47])=[CH:46][C:2]=2[Cl:1])=[CH:13][CH:12]=1)([CH3:23])([CH3:22])[CH3:21] |f:3.4|. Reported procedure: To a solution of tert-butyl (3-{4-[2-(2,6-dichloro-4-methylphenoxy)ethoxy]phenyl}-2-{4-[2-(3-methoxypropyl)pyridin-3-yl]-2-methylphenyl}propyl)carbamate (1 eq.) from EXAMPLE 16, step 1 in CH2Cl2 (0.03M) at room temperature was added m-chloroperoxybenzoic acid (1.1 eq.). The reaction mixture was stirred for 3 h at room temperature, poured in saturated aqueous NaHCO3 and extracted with EtOAc. The organic extract was washed with saturated aqueous NaHCO3, brine, dried over Na2SO4, filtered and conce...